From a dataset of the Open Reaction Database (ORD), a public repository of structured organic reaction records. describe an organic reaction: reactants, conditions, products, and yield The reactants are S(=O)(=O)([O-])[O-].[Mg+2] (magnesium sulfate), COC=1C=C2CCC3C(C2=CC1)(O3)C3=CC=CC=C3 (5-methoxy-7b-phenyl-1a,2,3,7b-tetrahydro-1-oxacyclopropa[a]naphthalene). Solvent: C1(=CC=CC=C1)C (toluene). Conditions: temperature 80 celsius. Yields the product COC=1C=C2CCC(C(C2=CC1)C1=CC=CC=C1)=O (6-methoxy-1-phenyl-3,4-dihydro-1H-naphthalene-2-one). As a reaction SMILES: S([O-])([O-])(=O)=O.[Mg+2].[CH3:7][O:8][C:9]1[CH:10]=[C:11]2[C:16](=[CH:17][CH:18]=1)[C:15]1([C:20]3[CH:25]=[CH:24][CH:23]=[CH:22][CH:21]=3)[O:19][CH:14]1[CH2:13][CH2:12]2>C1(C)C=CC=CC=1>[CH3:7][O:8][C:9]1[CH:10]=[C:11]2[C:16](=[CH:17][CH:18]=1)[CH:15]([C:20]1[CH:25]=[CH:24][CH:23]=[CH:22][CH:21]=1)[C:14](=[O:19])[CH2:13][CH2:12]2 |f:0.1|. Reported procedure: 6.0 Grams (0.05 mols) of magnesium sulfate and 500 mL of toluene were added to 50.5 g (0.20 mols) of 5-methoxy-7b-phenyl-1a,2,3,7b-tetrahydro-1-oxacyclopropa[a]naphthalene, and the mixture was heated at 80° C. for 2 hours. After cooled, the reaction product was washed two times each with 250 mL of water, and the organic layer was condensed under reduced pressure to obtain 6-methoxy-1-phenyl-3,4-dihydro-1H-naphthalene-2-one represented by the following formula, Starting materials: C=O, Oc1cccnc1Cl, Cl, [Na+], O=C([O-])O, O. Product: OCc1ccc(O)c(Cl)n1. RXN SMILES: [CH2:14]=[O:15].[Cl:1][c:2]1[n:3][cH:4][cH:5][cH:6][c:7]1[OH:8].[ClH:16].[Na+:13].[O-:9][C:10]([OH:11])=[O:12].[OH2:17]>>[Cl:1][c:2]1[n:3][c:4]([CH2:10][OH:9])[cH:5][cH:6][c:7]1[OH:8]. The reactants are [N+](=O)([O-])C1=NC=C(C=C1)Br (2-nitro-5-bromopyridine), COCCNC (methoxyethyl-N-methylamine), C(C)(C)N(CC)C(C)C (diisopropylethylamine). The solvent is CCO (EtOH). Conditions: temperature 90 celsius. Yields the product COCCN(C=1C=NC(=CC1)[N+](=O)[O-])C ((2-methoxyethyl)-methy-(6-nitropyridin-3-yl)-amine). Yield: 41.0%. Reaction SMILES: [N+:1]([C:4]1[CH:9]=[CH:8][C:7](Br)=[CH:6][N:5]=1)([O-:3])=[O:2].[CH3:11][O:12][CH2:13][CH2:14][NH:15][CH3:16].C(N(C(C)C)CC)(C)C>CCO>[CH3:11][O:12][CH2:13][CH2:14][N:15]([CH3:16])[C:7]1[CH:6]=[N:5][C:4]([N+:1]([O-:3])=[O:2])=[CH:9][CH:8]=1. Procedure: A solution of 2-nitro-5-bromopyridine (500 mg, 3.15 mmol) in EtOH (15 mL) was treated with methoxyethyl-N-methylamine (1.12 g, 12.6 mmol) and diisopropylethylamine (2.2 mL, 12.6 mmol). The resulting mixture was then heated in a sealed tube at 90° C. for 4 days then cooled and partitioned between EtOAc and water. The organic layer was dried over Na2SO4, filtered and concentrated. The residue was chromatographed on a silica gel column with a 40-100% EtOAc in hexanes gradient to afford the product ... The reactants are rust, ClC=1C=C(C=CC1)S (3-chlorothiophenol), C([O-])([O-])=O.[K+].[K+] (potassium carbonate), C(C)OC(CBr)OCC (bromoacetaldehyde diethyl acetal). Run in CC(=O)C (acetone). Conditions: time 17 hour. Product: C(C)OC(CSC1=CC(=CC=C1)Cl)OCC (2-(3-chlorophenylthio)acetaldehyde diethyl acetal). Reaction SMILES: [Cl:1][C:2]1[CH:3]=[C:4]([SH:8])[CH:5]=[CH:6][CH:7]=1.C(=O)([O-])[O-].[K+].[K+].[CH2:15]([O:17][CH:18]([O:21][CH2:22][CH3:23])[CH2:19]Br)[CH3:16]>CC(C)=O>[CH2:15]([O:17][CH:18]([O:21][CH2:22][CH3:23])[CH2:19][S:8][C:4]1[CH:5]=[CH:6][CH:7]=[C:2]([Cl:1])[CH:3]=1)[CH3:16] |f:1.2.3|. Reported procedure: To a stirring mixture of 20.0 gm (0.138 mol) 3-chlorothiophenol and 21.0 gm (0.15 mol) potassium carbonate in 220 mL acetone were added dropwise 1.1 equivalents of bromoacetaldehyde diethyl acetal. After stirring for 17 hours at ambient temperature, the reaction mixture was filtered and the filtrate concentrated under reduced pressure. The resulting residue was partitioned between diethyl ether and water. The organic phase was separated, washed with saturated sodium chloride, dried over sodium s... Starting materials: C(C)(C)[N-]C1CCCCC1.[Li+] (lithium isopropylcyclohexylamide), C(CCC)[Li] (n-butyllithium), C(C)(C)NC1CCCCC1 (isopropyl cyclohexylamine), C(C)OC(C[Si](C)(C)C)=O (ethyltrimethylsilylacetate), CC(=O)C1=CC=C(C=C1)Cl (4-chloro acetophenone). Run at time 30 minute. The product is C(C)OC(C=C(C)C1=CC=C(C=C1)Cl)=O (Ethyl-3-(4-chlorophenyl)-but-2-enoate). Reaction SMILES: C([N-]C1CCCCC1)(C)C.[Li+].C([Li])CCC.C(NC1CCCCC1)(C)C.[CH2:27]([O:29][C:30](=[O:36])[CH2:31][Si](C)(C)C)[CH3:28].[CH3:37][C:38]([C:40]1[CH:45]=[CH:44][C:43]([Cl:46])=[CH:42][CH:41]=1)=O>>[CH2:27]([O:29][C:30](=[O:36])[CH:31]=[C:38]([C:40]1[CH:45]=[CH:44][C:43]([Cl:46])=[CH:42][CH:41]=1)[CH3:37])[CH3:28] |f:0.1|. Reported procedure: To a solution of lithium isopropylcyclohexylamide (prepared from 12.5 ml of n-butyllithium 1.6M solution and isopropyl cyclohexylamine (3.3 ml) (ex Aldrich) in TMF was added at -60°, ethyltrimethylsilylacetate (3.6 ml) (ex Fluka). After 30 minutes at -60°, 4-chloro acetophenone (ex Aldrich) (1.55 g) was added. After 18 hours at 25° the mixture was partitioned between ether and water and worked up in the usual manner. Purification by chromatography (silica; ether/hexane) gave Ethyl-3-(4-chlorophe... RXN SMILES: [O:1]1[CH2:6][C:5](=[O:7])[NH:4][C@@H:3]2[C:8]3[CH:9]=[CH:10][CH:11]=[CH:12][C:13]=3[CH2:14][C@H:2]12.[H-].[Na+].Br[CH2:18][C:19]([O:21][CH2:22][CH3:23])=[O:20]>CN(C=O)C>[O:7]=[C:5]1[CH2:6][O:1][C@H:2]2[CH2:14][C:13]3[CH:12]=[CH:11][CH:10]=[CH:9][C:8]=3[C@H:3]2[N:4]1[CH2:18][C:19]([O:21][CH2:22][CH3:23])=[O:20] |f:1.2|. The reactants are O1[C@@H]2[C@H](NC(C1)=O)C=1C=CC=CC1C2 ((4aR,9aS)-4,4a,9,9a-Tetrahydroindeno [2,1-b][1,4]oxazin-3(2H)-one), [H-].[Na+] (NaH), BrCC(=O)OCC (Ethyl bromoacetate). The product is O=C1N([C@H]2[C@@H](OC1)CC=1C=CC=CC12)CC(=O)OCC (Ethyl [(4aR,9aS)-3-oxo-2,3,9,9a-tetrahydroindeno[2,1-b][1,4]oxazin-4(4aH)-yl]acetate). Reported procedure: To a solution of (4aR,9aS)-4,4a,9,9a-tetrahydroindeno[2,1-b][1,4]oxazin-3(2H)-one from Step B (600 mg, 3.17 mmol) in DMF (15 mL) at 0° C. was added NaH (228 mg of a 60% dispersion in oil, 5.71 mmol) and the resulting mixture was stirred for 10 min. Ethyl bromoacetate (0.288 mL, 3.5 mmol) was added and the reaction mixture was stirred for 18 h. The reaction mixture was quenched with saturated aqueous NaHCO3 (10 mL) and then extracted with EtOAc (2×40 mL). The combined organic layers were dried ov... Run in CN(C)C=O (DMF). Run at time 10 minute. The reactants are C(=O)O (formic acid), OS(=O)(=O)O (H2SO4), [N+](=O)([O-])C=1C=CC2=C(C(N(S2)CCCC(=O)OCC)=O)C1 (5-nitro-2-(3-carbethoxypropyl)benzoisothiazol-3-one). The solvent is O (water). Run at time 8 hour. The product is [N+](=O)([O-])C=1C=CC2=C(C(N(S2)CCCC(=O)O)=O)C1 (5-Nitro-2-(3-carboxypropyl)-benzoisothiazol-3-one). Reaction SMILES: C(O)=O.OS(O)(=O)=O.[N+:9]([C:12]1[CH:13]=[CH:14][C:15]2[S:19][N:18]([CH2:20][CH2:21][CH2:22][C:23]([O:25]CC)=[O:24])[C:17](=[O:28])[C:16]=2[CH:29]=1)([O-:11])=[O:10]>O>[N+:9]([C:12]1[CH:13]=[CH:14][C:15]2[S:19][N:18]([CH2:20][CH2:21][CH2:22][C:23]([OH:25])=[O:24])[C:17](=[O:28])[C:16]=2[CH:29]=1)([O-:11])=[O:10]. Procedure details: A mixture of 10 mL of formic acid and 25 uL of H2SO4 containing 0.25 the 5-nitro-2-(3-carbethoxypropyl)benzoisothiazol-3-one was heated in a 130° oil bath overnight. The reaction was cooled and then poured into 30 mL of water. After standing overnight, the mixture was filtered to yield 0.11 g of the title compound as a yellow solid, mp 183°-186° C.